This data is from the Open Reaction Database (ORD), a public repository of structured organic reaction records. The task is: describe an organic reaction: reactants, conditions, products, and yield Starting materials: COC1=CC=C(C=C1)C1(CCOCC1)C(=O)N1CCOCC1 (4-{[4-(4-methoxyphenyl)tetrahydro-2H-pyran-4-yl]carbonyl}morpholine), [H-].[Al+3].[Li+].[H-].[H-].[H-] (lithium aluminium hydride). Product: COC1=CC=C(C=C1)C1(CCOCC1)CN1CCOCC1 (4-{[4-(4-methoxyphenyl)tetrahydro-2H-pyran-4-yl]methyl}-morpholine). Yield: 87.0%. As a reaction SMILES: [CH3:1][O:2][C:3]1[CH:8]=[CH:7][C:6]([C:9]2([C:15]([N:17]3[CH2:22][CH2:21][O:20][CH2:19][CH2:18]3)=O)[CH2:14][CH2:13][O:12][CH2:11][CH2:10]2)=[CH:5][CH:4]=1.[H-].[Al+3].[Li+].[H-].[H-].[H-]>>[CH3:1][O:2][C:3]1[CH:8]=[CH:7][C:6]([C:9]2([CH2:15][N:17]3[CH2:22][CH2:21][O:20][CH2:19][CH2:18]3)[CH2:14][CH2:13][O:12][CH2:11][CH2:10]2)=[CH:5][CH:4]=1 |f:1.2.3.4.5.6|. Procedure details: The title compound (2.48 g, 87%) was prepared using 4-{[4-(4-methoxyphenyl)tetrahydro-2H-pyran-4-yl]carbonyl}morpholine and lithium aluminium hydride similarly to the procedure used for example 142. HRMS ESI+ m/z 292.1897 [MH]+. The product is C1(CC1)COC1=C2C=NN(C2=CC=C1C=1C2=C(C(N(C1)C)=O)NN=C2)C (4-[4-(Cyclopropylmethoxy)-1-methyl-1H-indazol-5-yl]-6-methyl-1,6-dihydro-7H-pyrazolo[3,4-c]pyridin-7-one). The reactants are FC(C(=O)O)(F)F (Trifluoroacetic acid), C1(CC1)COC1=C2C=NN(C2=CC=C1C=1C2=C(C(N(C1)C)=O)N(N=C2)COCC[Si](C)(C)C)C (4-[4-(cyclopropylmethoxy)-1-methyl-1H-indazol-5-yl]-6-methyl-1-{[2-(trimethylsilyl)ethoxy]methyl}-1,6-dihydro-7H-pyrazolo[3,4-c]pyridin-7-one), solution, [OH-].[NH4+] (ammonium hydroxide), O (water), crude residue. The yield is 67.3%. Run at time 30 minute. Run in C(Cl)Cl (methylene chloride), CO (methanol). Reaction SMILES: FC(F)(F)C(O)=O.[CH:8]1([CH2:11][O:12][C:13]2[C:21]([C:22]3[C:23]4[CH:32]=[N:31][N:30](COCC[Si](C)(C)C)[C:24]=4[C:25](=[O:29])[N:26]([CH3:28])[CH:27]=3)=[CH:20][CH:19]=[C:18]3[C:14]=2[CH:15]=[N:16][N:17]3[CH3:41])[CH2:10][CH2:9]1.[OH-].[NH4+].O>C(Cl)Cl.CO>[CH:8]1([CH2:11][O:12][C:13]2[C:21]([C:22]3[C:23]4[CH:32]=[N:31][NH:30][C:24]=4[C:25](=[O:29])[N:26]([CH3:28])[CH:27]=3)=[CH:20][CH:19]=[C:18]3[C:14]=2[CH:15]=[N:16][N:17]3[CH3:41])[CH2:10][CH2:9]1 |f:2.3|. Procedure details: Trifluoroacetic acid (0.564 mL) was added dropwise to a solution of 4-[4-(cyclopropylmethoxy)-1-methyl-1H-indazol-5-yl]-6-methyl-1-{[2-(trimethylsilyl)ethoxy]methyl}-1,6-dihydro-7H-pyrazolo[3,4-c]pyridin-7-one (0.0549 g, 0.114 mmol) in methylene chloride (0.564 mL) and the resultant reaction mixture was stirred at RT for 30 min. The reaction mixture was concentrated in vacuo to yield a crude residue. The crude residue was dissolved in methanol (1.00 mL), followed by dropwise addition of 15.0 M s... The reactants are OCc1cc(Br)cs1, CC(C)(C)[Si](C)(C)Cl, ClCCl, c1c[nH]cn1. Yields the product CC(C)(C)[Si](C)(C)OCc1cc(Br)cs1. As a reaction SMILES: [Br:1][c:2]1[cH:3][c:4]([CH2:7][OH:8])[s:5][cH:6]1.[C:9]([CH3:10])([CH3:11])([CH3:12])[Si:13]([CH3:14])([CH3:15])[Cl:16].[Cl:22][CH2:23][Cl:24].[nH:17]1[cH:18][cH:19][n:20][cH:21]1>>[Br:1][c:2]1[cH:3][c:4]([CH2:7][O:8][Si:13]([C:9]([CH3:10])([CH3:11])[CH3:12])([CH3:14])[CH3:15])[s:5][cH:6]1.